The task is: describe an organic reaction: reactants, conditions, products, and yield. This data is from the Open Reaction Database (ORD), a public repository of structured organic reaction records. Starting materials: CC1CCC2(C)C(=CCC3C4CC(C)C(=O)C4(C)CCC32)C1, CCO, [H][H]. Yields the product CC1CCC2(C)C(CCC3C4CC(C)C(=O)C4(C)CCC32)C1. RXN SMILES: [CH3:1][CH:2]1[CH2:3][C:4]2=[CH:5][CH2:6][CH:7]3[CH:8]4[CH2:9][CH:10]([CH3:22])[C:11](=[O:21])[C:12]4([CH3:13])[CH2:14][CH2:15][CH:16]3[C:17]2([CH3:20])[CH2:18][CH2:19]1.[CH3:25][CH2:26][OH:27].[H:23][H:24]>>[CH3:1][CH:2]1[CH2:3][CH:4]2[CH2:5][CH2:6][CH:7]3[CH:8]4[CH2:9][CH:10]([CH3:22])[C:11](=[O:21])[C:12]4([CH3:13])[CH2:14][CH2:15][CH:16]3[C:17]2([CH3:20])[CH2:18][CH2:19]1. Run in ice water. Reaction conditions: time 72 hour. Procedure: A 10 ml round bottomed flask was filled with 5,5′-(2,5-bis(methylsulfinyl)-1,4-phenylene)bis(2-hexylthiophene) (2b) (200 mg, 0.53 mmol), phosphorus pentoxide (28 mg, 0.2 mmol) and trifluoromethanesulfonic acid (6 ml). The mixture was stirred for 72 h at room temperature to give a dark brown solution, which was then poured into ice-water (100 ml). The yellow precipitate was collected by suction filtration and dried under vacuum. The structure of this compound, which was insoluble in apolar organi... The product is S1C=CC2=C1C1=C(S2)C=C2C(SC3=C2SC=C3)=C1 (dithieno[2,3-d:2′,3′-d′]benzo[1,2-b:4,5-b′]dithiophene). Starting materials: CS(=O)C1=C(C=C(C(=C1)C1=CC=C(S1)CCCCCC)S(=O)C)C1=CC=C(S1)CCCCCC (5,5′-(2,5-bis(methylsulfinyl)-1,4-phenylene)bis(2-hexylthiophene)), O=P12OP3(=O)OP(=O)(O1)OP(=O)(O2)O3 (phosphorus pentoxide), FC(S(=O)(=O)O)(F)F (trifluoromethanesulfonic acid). RXN SMILES: C[S:2]([C:4]1[CH:9]=[C:8]([C:10]2[S:14][C:13](CCCCCC)=[CH:12][CH:11]=2)[C:7]([S:21](C)=O)=[CH:6][C:5]=1[C:24]1SC(CCCCCC)=[CH:26][CH:25]=1)=O.O=P12OP3(OP(OP(O3)(O1)=O)(=O)O2)=O.F[C:50](F)(F)[S:51](O)(=O)=O>>[S:14]1[C:10]2[C:8]3[CH:9]=[C:4]4[S:2][C:25]5[CH:26]=[CH:50][S:51][C:24]=5[C:5]4=[CH:6][C:7]=3[S:21][C:11]=2[CH:12]=[CH:13]1. Reactants: O=C([O-])[O-], CCCNCC, CN(C)C=O, CC#CCOc1cc(Cl)ncn1, [K+], [K+]. Yields the product CC#CCOc1cc(N(CC)CCC)ncn1. As a reaction SMILES: [C:13](=[O:14])([O-:15])[O-:16].[CH2:19]([CH3:20])[NH:21][CH2:22][CH2:23][CH3:24].[CH3:25][N:26]([CH3:27])[CH:28]=[O:29].[Cl:1][c:2]1[n:3][cH:4][n:5][c:6]([O:8][CH2:9][C:10]#[C:11][CH3:12])[cH:7]1.[K+:17].[K+:18]>>[c:2]1([N:21]([CH2:19][CH3:20])[CH2:22][CH2:23][CH3:24])[n:3][cH:4][n:5][c:6]([O:8][CH2:9][C:10]#[C:11][CH3:12])[cH:7]1.